Dataset: the Open Reaction Database (ORD), a public repository of structured organic reaction records. Task: describe an organic reaction: reactants, conditions, products, and yield Starting materials: CN1C(=O)C(Br)=C(c2cn(C(=O)OC(C)(C)C)c3ccccc23)C1=O, C[Si](C)(C)[N-][Si](C)(C)C, Cc1ccccc1, [Cl-], [Li+], [NH4+], c1cnc2[nH]ccc2c1. Yields the product CN1C(=O)C(c2c[nH]c3ncccc23)=C(c2cn(C(=O)OC(C)(C)C)c3ccccc23)C1=O. Reaction SMILES: [Br:20][C:21]1=[C:22]([c:29]2[cH:30][n:31]([C:38](=[O:39])[O:40][C:41]([CH3:42])([CH3:43])[CH3:44])[c:32]3[cH:33][cH:34][cH:35][cH:36][c:37]23)[C:23](=[O:28])[N:24]([CH3:27])[C:25]1=[O:26].[CH3:11][Si:12]([N-:13][Si:14]([CH3:15])([CH3:16])[CH3:17])([CH3:18])[CH3:19].[CH3:47][c:48]1[cH:49][cH:50][cH:51][cH:52][cH:53]1.[Cl-:45].[Li+:10].[NH4+:46].[nH:1]1[cH:2][cH:3][c:4]2[cH:5][cH:6][cH:7][n:8][c:9]12>>[nH:1]1[cH:2][c:3]([C:21]2=[C:22]([c:29]3[cH:30][n:31]([C:38](=[O:39])[O:40][C:41]([CH3:42])([CH3:43])[CH3:44])[c:32]4[cH:33][cH:34][cH:35][cH:36][c:37]34)[C:23](=[O:28])[N:24]([CH3:27])[C:25]2=[O:26])[c:4]2[cH:5][cH:6][cH:7][n:8][c:9]12. The reactants are CCBr, CCc1cc(C)ccc1S(=O)(=O)NC(C)(C)C, [Li]CCCC, [Cl-], [NH4+], C1CCOC1. Yields the product CCc1cc(C)ccc1S(N)(=O)=O. As a reaction SMILES: [Br:23][CH2:24][CH3:25].[C:6]([CH3:7])([CH3:8])([CH3:9])[NH:10][S:11](=[O:12])(=[O:13])[c:14]1[c:15]([CH2:21][CH3:22])[cH:16][c:17]([CH3:20])[cH:18][cH:19]1.[CH2:1]([Li:2])[CH2:3][CH2:4][CH3:5].[Cl-:26].[NH4+:27].[O:28]1[CH2:29][CH2:30][CH2:31][CH2:32]1>>[NH2:10][S:11](=[O:12])(=[O:13])[c:14]1[c:15]([CH2:21][CH3:22])[cH:16][c:17]([CH3:20])[cH:18][cH:19]1. Starting materials: CC1C(CCCC1)C(=O)OCC (Ethyl 2-methylcyclohexanecarboxylate), [OH-].[K+] (potassium hydroxide). Solvent: CO (methanol). Run at time 8 hour. Product: CC1C(CCCC1)C(=O)O (2-methylcyclohexanecarboxylic acid). Reaction SMILES: [CH3:1][CH:2]1[CH2:7][CH2:6][CH2:5][CH2:4][CH:3]1[C:8]([O:10]CC)=[O:9].[OH-].[K+]>CO>[CH3:1][CH:2]1[CH2:7][CH2:6][CH2:5][CH2:4][CH:3]1[C:8]([OH:10])=[O:9] |f:1.2|. Reported procedure: Ethyl 2-methylcyclohexanecarboxylate (50 g, 0.295 mmole) was added to a solution of potassium hydroxide (27 g, 0.48 mole) in anhydrous methanol (300 ml). The mixture was stirred overnight at room temperature and then evaporated to dryness under reduced pressure. The residue was redissolved in water and the solution extracted with ether (3×200 ml), then acidified (pH<2), and re-extracted with ether (3×200 ml). The final, combined organic extracts were washed with water, dried (MgSO4) and evaporat...